Dataset: the Open Reaction Database (ORD), a public repository of structured organic reaction records. Task: describe an organic reaction: reactants, conditions, products, and yield The reactants are CC(CC(CCCC)=O)=O (octane-2,4-dione), C(C1=CC=CC=C1)N1C(CCC1C(NCC1=CC=CC=C1)=O)C(=O)OCC (Ethyl 1-benzyl-5-(benzylcarbamoyl)pyrrolidine-2-carboxylate). Run at temperature 215 celsius, time 3 hour. The product is C(C1=CC=CC=C1)N1C(C2CCC(C1=O)N2CC2=CC=CC=C2)=O (3,8-dibenzyl-3,8-diazabicyclo[3.2.1]octane-2,4-dione). Isolated yield 40.0%. As a reaction SMILES: CC(=O)CC(=O)CCCC.[CH2:11]([N:18]1[CH:22]([C:23](=[O:32])[NH:24][CH2:25][C:26]2[CH:31]=[CH:30][CH:29]=[CH:28][CH:27]=2)[CH2:21][CH2:20][CH:19]1[C:33](OCC)=[O:34])[C:12]1[CH:17]=[CH:16][CH:15]=[CH:14][CH:13]=1>>[CH2:25]([N:24]1[C:33](=[O:34])[CH:19]2[N:18]([CH2:11][C:12]3[CH:17]=[CH:16][CH:15]=[CH:14][CH:13]=3)[CH:22]([CH2:21][CH2:20]2)[C:23]1=[O:32])[C:26]1[CH:31]=[CH:30][CH:29]=[CH:28][CH:27]=1. Procedure: 2.1]octane-2,4-dione (LXVI). Ethyl 1-benzyl-5-(benzylcarbamoyl)pyrrolidine-2-carboxylate (LXV, 0.00122 mol, 450 mg) was heated under stirring at 210-220° C. for 3 h under atmospheric pressure and the formed ethyl alcohol was collected. After completion of the reaction (checked by TLC), the reaction mixture was cooled at room temperature and the residue was purified by column chromatography (silica gel, 60-120 mesh; EA-Hexane, 2:8) to afford the 3,8-dibenzyl-3,8-diazabicyclo[3.2.1]octane-2,4-dion... Starting materials: C1CCOC1, CCN, O=c1n(Cc2ccc(C(F)(F)F)nc2Cl)nc2c(-c3ccncc3)c(-c3ccc(Cl)cc3)ccn12, CNc1nc(C(F)(F)F)ccc1Cn1nc2c(-c3ccncc3)c(-c3ccc(Cl)cc3)ccn2c1=O. Product: CCNc1nc(C(F)(F)F)ccc1Cn1nc2c(-c3ccncc3)c(-c3ccc(Cl)cc3)ccn2c1=O. RXN SMILES: [CH2:75]1[O:76][CH2:77][CH2:78][CH2:79]1.[CH3:36][CH2:37][NH2:38].[Cl:1][c:2]1[n:3][c:4]([C:32]([F:33])([F:34])[F:35])[cH:5][cH:6][c:7]1[CH2:8][n:9]1[n:10][c:11]2[n:12]([cH:13][cH:14][c:15](-[c:23]3[cH:24][cH:25][c:26]([Cl:29])[cH:27][cH:28]3)[c:16]2-[c:17]2[cH:18][cH:19][n:20][cH:21][cH:22]2)[c:30]1=[O:31].[Cl:39][c:40]1[cH:41][cH:42][c:43](-[c:44]2[cH:45][cH:46][n:47]3[c:48](=[O:49])[n:50]([CH2:51][c:52]4[c:53]([NH:54][CH3:55])[n:56][c:57]([C:58]([F:59])([F:60])[F:61])[cH:62][cH:63]4)[n:64][c:65]3[c:66]2-[c:67]2[cH:68][cH:69][n:70][cH:71][cH:72]2)[cH:73][cH:74]1>>[c:2]1([NH:38][CH2:37][CH3:36])[n:3][c:4]([C:32]([F:33])([F:34])[F:35])[cH:5][cH:6][c:7]1[CH2:8][n:9]1[n:10][c:11]2[n:12]([cH:13][cH:14][c:15](-[c:23]3[cH:24][cH:25][c:26]([Cl:29])[cH:27][cH:28]3)[c:16]2-[c:17]2[cH:18][cH:19][n:20][cH:21][cH:22]2)[c:30]1=[O:31]. Reactants: ICC (iodoethane), Cl (HCl), C([O-])([O-])=O.[Cs+].[Cs+] (cesium carbonate), ClC1=C(C(=C(C(=O)O)C=C1)C)S (4-chloro-3-mercapto-2-methylbenzoic acid). The solvent is C(C)#N (acetonitrile), O (water). Conditions: time 10 minute. The product is ClC1=C(C(=C(C(=O)O)C=C1)C)SCC (4-chloro-3-ethylthio-2-methylbenzoic acid). Isolated yield 92.0%. RXN SMILES: C(=O)([O-])[O-].[Cs+].[Cs+].[Cl:7][C:8]1[CH:16]=[CH:15][C:11]([C:12]([OH:14])=[O:13])=[C:10]([CH3:17])[C:9]=1[SH:18].I[CH2:20][CH3:21].Cl>C(#N)C.O>[Cl:7][C:8]1[CH:16]=[CH:15][C:11]([C:12]([OH:14])=[O:13])=[C:10]([CH3:17])[C:9]=1[S:18][CH2:20][CH3:21] |f:0.1.2|. Reported procedure: 3.71 g (11.3 mmol) of cesium carbonate were added to 1.10 g (5.42 mmol) of 4-chloro-3-mercapto-2-methylbenzoic acid in 20 ml of acetonitrile. The reaction mixture was stirred at RT for 10 min, and 1.02 g (6.51 mmol) of iodoethane were then slowly added dropwise. The reaction mixture was then stirred at RT for 16 h. The solvent was then removed, and a mixture of 20 ml of methanol and 2 ml of 20% strength aqueous sodium hydroxide solution was then added to the reaction mixture. For the hydrolysis ... Reactants: C1(=CC=CC=C1)C (toluene), OC1=CC=C(C=C1)C1=CC=C(C=C1)C(=O)OCC(CC)C (2-methylbutyl 4'-hydroxybiphenyl-4-carboxylate), C(CCCCCC=C)OC1=CC=C(C(=O)O)C=C1 (p-(7-octenyloxy)benzoic acid), acid chloride. Solvent: N1=CC=CC=C1 (pyridine). Reaction conditions: time 8 hour. Product: C(CCCCCC=C)OC1=CC=C(C(=O)OC2(CC=C(C=C2)C2=CC=CC=C2)C(=O)OCC(CC)C)C=C1 (2-methylbutyl 4-[p-(7-octenyloxy)benzoyloxy]biphenyl-4-carboxylate). The yield is 45.0%. Reaction SMILES: C1(C)C=CC=CC=1.O[C:9]1[CH:14]=[CH:13][C:12]([C:15]2[CH:20]=[CH:19][C:18]([C:21]([O:23][CH2:24][CH:25]([CH3:28])[CH2:26][CH3:27])=[O:22])=[CH:17][CH:16]=2)=[CH:11][CH:10]=1.[CH2:29]([O:37][C:38]1[CH:46]=[CH:45][C:41]([C:42]([OH:44])=[O:43])=[CH:40][CH:39]=1)[CH2:30][CH2:31][CH2:32][CH2:33][CH2:34][CH:35]=[CH2:36]>N1C=CC=CC=1>[CH2:29]([O:37][C:38]1[CH:39]=[CH:40][C:41]([C:42]([O:44][C:18]2([C:21]([O:23][CH2:24][CH:25]([CH3:28])[CH2:26][CH3:27])=[O:22])[CH:19]=[CH:20][C:15]([C:12]3[CH:13]=[CH:14][CH:9]=[CH:10][CH:11]=3)=[CH:16][CH2:17]2)=[O:43])=[CH:45][CH:46]=1)[CH2:30][CH2:31][CH2:32][CH2:33][CH2:34][CH:35]=[CH2:36]. Procedure details: A toluene solution containing 10 g of 2-methylbutyl 4'-hydroxybiphenyl-4-carboxylate and 3 g of pyridine was added dropwise to the above-described toluene solution of the acid chloride compound. After conclusion of dropping, the temperature was raised, and reaction was carried out for 8 hours at 50° C. After conclusion of the reaction, the product was washed with water and dried over magnesium sulfate, and the dried product was concentrated under reduced pressure. The residue was recrystallized ... Reported procedure: A mixture of 4-[4-(3,5-dichloro-phenyl)-4-trifluoromethyl-4,5-dihydro-3H-pyrrol-2-yl]-2-chloro-benzaldehyde (121 mg, 0.29 mmol) and ethyl semicarbazide hydrochloride (60 mg 0.43 mmol) in ethanol (5 mL) and glacial acetic acid (0.1 mL) was heated at 70° C. for 4 h. Then, water was added and cooled, upon which a precipitate formed. The latter was collected by filtration and dried in vacuum to obtain the title compound (137 mg, 93%). Run in C(C)(=O)O (acetic acid). Product: C(C)N(N=CC1=C(C=C(C=C1)C1=NCC(C1)(C(F)(F)F)C1=CC(=CC(=C1)Cl)Cl)Cl)C(=O)N (4-[4-(3,5-dichloro-phenyl)-4-trifluoromethyl-4,5-dihydro-3H-pyrrol-2-yl]-2-chloro-benzaldehyde-ethylsemicarbazone). RXN SMILES: [Cl:1][C:2]1[CH:3]=[C:4]([C:9]2([C:23]([F:26])([F:25])[F:24])[CH2:13][N:12]=[C:11]([C:14]3[CH:21]=[CH:20][C:17]([CH:18]=O)=[C:16]([Cl:22])[CH:15]=3)[CH2:10]2)[CH:5]=[C:6]([Cl:8])[CH:7]=1.Cl.C([NH:30][NH:31][C:32]([NH2:34])=[O:33])C.O.[CH2:36](O)[CH3:37]>C(O)(=O)C>[CH2:36]([N:31]([C:32]([NH2:34])=[O:33])[N:30]=[CH:18][C:17]1[CH:20]=[CH:21][C:14]([C:11]2[CH2:10][C:9]([C:4]3[CH:3]=[C:2]([Cl:1])[CH:7]=[C:6]([Cl:8])[CH:5]=3)([C:23]([F:24])([F:25])[F:26])[CH2:13][N:12]=2)=[CH:15][C:16]=1[Cl:22])[CH3:37] |f:1.2|. Run at temperature 70 celsius. The yield is 93.0%. Starting materials: ClC=1C=C(C=C(C1)Cl)C1(CC(=NC1)C1=CC(=C(C=O)C=C1)Cl)C(F)(F)F (4-[4-(3,5-dichloro-phenyl)-4-trifluoromethyl-4,5-dihydro-3H-pyrrol-2-yl]-2-chloro-benzaldehyde), Cl.C(C)NNC(=O)N (ethyl semicarbazide hydrochloride), C(C)O (ethanol), O (water). Reactants: OC1=CC=C(C=C1)CCN1C=CC2=CC=CC(=C12)O[C@H]1[C@H](OC(C(C)(C)C)=O)[C@@H](OC(C(C)(C)C)=O)[C@H](OC(C(C)(C)C)=O)[C@H](O1)COC(C(C)(C)C)=O (1-[2-(4-hydroxyphenyl)ethyl]-7-(2,3,4,6-tetra-O-pivaloyl-β-D-glucopyranosyloxy)-1H-indole), O (water), O.[OH-].[Li+] (lithium hydroxide monohydrate). The solvent is CO (methanol). Conditions: time 8 hour. The product is [C@@H]1([C@H](O)[C@@H](O)[C@H](O)[C@H](O1)CO)OC=1C=CC=C2C=CN(C12)CCC1=CC=C(C=C1)O (7-(β-D-Glucopyranosyloxy)-1-[2-(4-hydroxyphenyl)ethyl]-1H-indole). Isolated yield 72.4%. RXN SMILES: [OH:1][C:2]1[CH:7]=[CH:6][C:5]([CH2:8][CH2:9][N:10]2[C:18]3[C:13](=[CH:14][CH:15]=[CH:16][C:17]=3[O:19][C@@H:20]3[O:46][C@H:45]([CH2:47][O:48]C(=O)C(C)(C)C)[C@@H:37]([O:38]C(=O)C(C)(C)C)[C@H:29]([O:30]C(=O)C(C)(C)C)[C@H:21]3[O:22]C(=O)C(C)(C)C)[CH:12]=[CH:11]2)=[CH:4][CH:3]=1.O.O.[OH-].[Li+]>CO>[C@@H:20]1([O:19][C:17]2[CH:16]=[CH:15][CH:14]=[C:13]3[C:18]=2[N:10]([CH2:9][CH2:8][C:5]2[CH:4]=[CH:3][C:2]([OH:1])=[CH:7][CH:6]=2)[CH:11]=[CH:12]3)[O:46][C@H:45]([CH2:47][OH:48])[C@@H:37]([OH:38])[C@H:29]([OH:30])[C@H:21]1[OH:22] |f:2.3.4|. Reported procedure: To a solution of 1-[2-(4-hydroxyphenyl)ethyl]-7-(2,3,4,6-tetra-O-pivaloyl-β-D-glucopyranosyloxy)-1H-indole (50 mg) in methanol (1 mL) were added water (0.1 mL) and lithium hydroxide monohydrate (11 mg), and the mixture was stirred at room temperature overnight. The reaction mixture was purified by column chromatography on silica gel (eluent: methylene chloride/methanol=8/1-5/1) to give the title compound (20 mg). Reactants: crystals, C(C)(=O)[O-].[NH4+] (ammonium acetate), Cl/C(=C(/C(=O)OC)\Cl)/C(=O)OC (dimethyl dichloromaleate). Run in CN(C=O)C (dimethylformamide). Reaction conditions: temperature 120 celsius, time 1 hour. Product: N/C(=C(/C(=O)OC)\Cl)/C(=O)OC (dimethyl aminochloromaleate). RXN SMILES: [Cl:1]/[C:2](/[C:9]([O:11][CH3:12])=[O:10])=[C:3](\Cl)/[C:4]([O:6][CH3:7])=[O:5].C([O-])(=O)C.[NH4+:17]>CN(C)C=O>[NH2:17]/[C:3](/[C:4]([O:6][CH3:7])=[O:5])=[C:2](\[Cl:1])/[C:9]([O:11][CH3:12])=[O:10] |f:1.2|. Procedure details: 53.25 g (0.25 mol) of dimethyl dichloromaleate were dissolved in 100 ml of dimethylformamide, and 48.16 g (0.625 mol) of ammonium acetate were added. The mixture was rapidly heated to 120° C. and stirred at 110° C. to 120° C. for one hour. The solvent was subsequently removed by distillation, the residue was taken up in methylene chloride, and the solution was washed with water. The methylene chloride was removed by distillation on an evaporator, and, after recrystallization, 40 g (83% yield) of... Yield: 82.7%.